This data is from the Open Reaction Database (ORD), a public repository of structured organic reaction records. The task is: describe an organic reaction: reactants, conditions, products, and yield The reactants are B, CC1(C)OCc2cc(C(O)C(=O)NC3CCc4ccc(O)cc4C3)ccc2O1, CSC, C1CCOC1, O, OCCN(CCO)CCO. The product is CC1(C)OCc2cc(C(O)CNC3CCc4ccc(O)cc4C3)ccc2O1. As a reaction SMILES: [BH3:32].[CH3:1][C:2]1([CH3:28])[O:3][CH2:4][c:5]2[c:6]([cH:8][cH:9][c:10]([CH:12]([C:13](=[O:14])[NH:15][CH:16]3[CH2:17][c:18]4[cH:19][c:20]([OH:26])[cH:21][cH:22][c:23]4[CH2:24][CH2:25]3)[OH:27])[cH:11]2)[O:7]1.[CH3:29][S:30][CH3:31].[O:44]1[CH2:45][CH2:46][CH2:47][CH2:48]1.[OH2:43].[OH:33][CH2:34][CH2:35][N:36]([CH2:37][CH2:38][OH:39])[CH2:40][CH2:41][OH:42]>>[CH3:1][C:2]1([CH3:28])[O:3][CH2:4][c:5]2[c:6]([cH:8][cH:9][c:10]([CH:12]([CH2:13][NH:15][CH:16]3[CH2:17][c:18]4[cH:19][c:20]([OH:26])[cH:21][cH:22][c:23]4[CH2:24][CH2:25]3)[OH:27])[cH:11]2)[O:7]1. Reactants: C(C)OC(=O)C1=CC(=NN1C)C (1,3-Dimethyl-5-pyrazolcarboxylic acid ethyl ester), II (iodine), HIO3, O (water), S([O-])(O)=O.[Na+] (sodium bisulfite). Solvent: ClCCCl (1,2-dichloroethane), CC(=O)[O-] (acetic acid glacial). The product is C(C)OC(=O)C1=C(C(=NN1C)C)I (1,3-Dimethyl-4-iodo-5-pyrazolcarboxylic acid ethyl ester). Reaction SMILES: [CH2:1]([O:3][C:4]([C:6]1[N:10]([CH3:11])[N:9]=[C:8]([CH3:12])[CH:7]=1)=[O:5])[CH3:2].[I:13]I.O.S(=O)(O)[O-].[Na+]>CC([O-])=O.ClCCCl>[CH2:1]([O:3][C:4]([C:6]1[N:10]([CH3:11])[N:9]=[C:8]([CH3:12])[C:7]=1[I:13])=[O:5])[CH3:2] |f:3.4|. Reported procedure: 1,3-Dimethyl-5-pyrazolcarboxylic acid ethyl ester (185 g, 1.1 mol), iodine (140 g, 0.55 mol) and HIO3 (38.7 g, 0.22 mol) are heated, under reflux, in acetic acid glacial (450 ml), water (150 ml) and 1,2-dichloroethane (150 ml) for 1.5 hours. The mixture is discoloured with saturated sodium bisulfite, evaporated under reduced pressure and the product extracted with ether. The organic phase is washed with sodium bisulfite and aqueous sodium bicarbonate solution. Starting materials: compound 5, CC1=NNC(=C1C)C=1C=C(C(=O)O)C=CC1C (3-(3,4-dimethyl-1H-pyrazol-5-yl)-4-methylbenzoic acid), CC1=NNC(=C1C)C=1C=C(C(=O)O)C=CC1C (3-(3,4-dimethyl-1H-pyrazol-5-yl)-4-methylbenzoic acid), Cl.FC1(CNC1)C1=CC=C(C#N)C=C1 (4-(3-Fluoroazetidin-3-yl)benzonitrile hydrochloride), Cl.FC1(CNC1)C1=CC=C(C#N)C=C1 (4-(3-Fluoroazetidin-3-yl)benzonitrile hydrochloride), Cl.N1CC(C1)C1=CC=C(C#N)C=C1 (4-(azetidin-3-yl)benzonitrile hydrochloride), Cl.N1CC(C1)C1=CC=C(C#N)C=C1 (4-(azetidin-3-yl)benzonitrile hydrochloride), CC=1NC(=C(N1)C)C=1C=C(C(=O)O)C=CC1C (3-(2,4-dimethyl-1H-imidazol-5-yl)-4-methylbenzoic acid), CC=1NC(=C(N1)C)C=1C=C(C(=O)O)C=CC1C (3-(2,4-dimethyl-1H-imidazol-5-yl)-4-methylbenzoic acid). Yields the product CC1=NNC(=C1C)C=1C=C(C(=O)N2CC(C2)(F)C2=CC=C(C#N)C=C2)C=CC1C (4-(1-(3-(3,4-Dimethyl-1H-pyrazol-5-yl)-4-methylbenzoyl)-3-fluoroazetidin-3-yl)benzonitrile). As a reaction SMILES: [CH3:1][C:2]1[C:6]([CH3:7])=[C:5]([C:8]2[CH:9]=[C:10]([CH:14]=[CH:15][C:16]=2[CH3:17])[C:11]([OH:13])=O)[NH:4][N:3]=1.Cl.[F:19][C:20]1([C:24]2[CH:31]=[CH:30][C:27]([C:28]#[N:29])=[CH:26][CH:25]=2)[CH2:23][NH:22][CH2:21]1.CC1NC(C2C=C(C=CC=2C)C(O)=O)=C(C)N=1.Cl.N1CC(C2C=CC(C#N)=CC=2)C1>>[CH3:1][C:2]1[C:6]([CH3:7])=[C:5]([C:8]2[CH:9]=[C:10]([CH:14]=[CH:15][C:16]=2[CH3:17])[C:11]([N:22]2[CH2:21][C:20]([C:24]3[CH:25]=[CH:26][C:27]([C:28]#[N:29])=[CH:30][CH:31]=3)([F:19])[CH2:23]2)=[O:13])[NH:4][N:3]=1 |f:1.2,4.5|. Procedure details: The title compound was prepared using standard chemical manipulations and procedures similar to those used for the preparation of compound 5, except 3-(3,4-dimethyl-1H-pyrazol-5-yl)-4-methylbenzoic acid (compound 59.3) and 4-(3-fluoroazetidin-3-yl)benzonitrile (compound 43.4) were used in place of 3-(2,4-dimethyl-1H-imidazol-5-yl)-4-methylbenzoic acid (compound 5.7) and 4-(azetidin-3-yl)benzonitrile hydrochloride (compound 5.2), respectively. m/z (ES+) 389 (M+H)+. 1H NMR (400 MHz, DMSO-d6) δ 12.... Reactants: C[Si](C)(C)[O-], [K+], C1CCOC1, O=P(Oc1ccccc1)(c1ccccc1)c1ccccc1. The product is [K+], O=P([O-])(c1ccccc1)c1ccccc1. RXN SMILES: [CH3:22][Si:23]([CH3:24])([CH3:25])[O-:26].[K+:27].[O:28]1[CH2:29][CH2:30][CH2:31][CH2:32]1.[c:1]1([P:7]([O:8][c:9]2[cH:10][cH:11][cH:12][cH:13][cH:14]2)(=[O:15])[c:16]2[cH:17][cH:18][cH:19][cH:20][cH:21]2)[cH:2][cH:3][cH:4][cH:5][cH:6]1>>[K+:27].[c:1]1([P:7](=[O:8])([O-:15])[c:16]2[cH:17][cH:18][cH:19][cH:20][cH:21]2)[cH:2][cH:3][cH:4][cH:5][cH:6]1. Product: C(#N)C=1C=C(C=CC1)C(CSC#N)=O (2-(3-Cyanophenyl)-2-oxoethyl thiocyanate). Reactants: BrCC(=O)C=1C=C(C#N)C=CC1 (3-(bromoacetyl)benzonitrile), [S-]C#N.[K+] (potassium thiocyanate), O (water). Reported procedure: A solution of 3-(bromoacetyl)benzonitrile (7.72 g, 34.5 mmol) and potassium thiocyanate (3.35 g, 34.5 mmol) in ethanol (70 ml) was stirred at 80° C. for 2 hours. After cooling to room temperature, water (70 ml) was poured to the reaction mixture, and crystals were collected by filtration and washed with water to give 4.39 g (63.0% (2 steps)) of the desired product as a solid. Run in C(C)O (ethanol). RXN SMILES: Br[CH2:2][C:3]([C:5]1[CH:6]=[C:7]([CH:10]=[CH:11][CH:12]=1)[C:8]#[N:9])=[O:4].[S-:13][C:14]#[N:15].[K+].O>C(O)C>[C:8]([C:7]1[CH:6]=[C:5]([C:3](=[O:4])[CH2:2][S:13][C:14]#[N:15])[CH:12]=[CH:11][CH:10]=1)#[N:9] |f:1.2|. The reactants are C(C)OC(C(=CN(C)C)C(C1=C(C=C(C(=C1)CC1=C(C(=CC=C1)Cl)F)OC)F)=O)=O (2-(5-(3-chloro-2-fluorobenzyl)-2-fluoro-4-methoxybenzoyl)-3-dimethylaminoacrylic acid ethyl ester), N[C@H](CO)C(C)C ((S)-2-amino-3-methylbutan-1-ol), Cl (hydrochloric acid). The solvent is C1(=CC=CC=C1)C (toluene). Yields the product C(C)OC(C(=CN[C@@H](C(C)C)CO)C(C1=C(C=C(C(=C1)CC1=C(C(=CC=C1)Cl)F)OC)F)=O)=O (2-(5-(3-chloro-2-fluorobenzyl)-2-fluoro-4-methoxybenzoyl)-3-((S)-1-hydroxymethyl-2-methylpropylamino)acrylic acid ethyl ester). As a reaction SMILES: [CH2:1]([O:3][C:4](=[O:30])[C:5]([C:10](=[O:29])[C:11]1[CH:16]=[C:15]([CH2:17][C:18]2[CH:23]=[CH:22][CH:21]=[C:20]([Cl:24])[C:19]=2[F:25])[C:14]([O:26][CH3:27])=[CH:13][C:12]=1[F:28])=[CH:6]N(C)C)[CH3:2].[NH2:31][C@@H:32]([CH:35]([CH3:37])[CH3:36])[CH2:33][OH:34].Cl>C1(C)C=CC=CC=1>[CH2:1]([O:3][C:4](=[O:30])[C:5]([C:10](=[O:29])[C:11]1[CH:16]=[C:15]([CH2:17][C:18]2[CH:23]=[CH:22][CH:21]=[C:20]([Cl:24])[C:19]=2[F:25])[C:14]([O:26][CH3:27])=[CH:13][C:12]=1[F:28])=[CH:6][NH:31][C@H:32]([CH2:33][OH:34])[CH:35]([CH3:37])[CH3:36])[CH3:2]. Procedure: To a solution of 2-(5-(3-chloro-2-fluorobenzyl)-2-fluoro-4-methoxybenzoyl)-3-dimethylaminoacrylic acid ethyl ester prepared in Step VIII in toluene was added (S)-2-amino-3-methylbutan-1-ol (3.96 g) with stirring at room temperature. After stirring for 30 min, 1N hydrochloric acid (60 ml) was added, and the mixture was further stirred for 1 hr. The organic layer was separated and washed successively with water (60 ml), 5% sodium hydrogencarbonate (60 ml) and water (60 ml). The organic layer was c... Starting materials: O=C1COC(=O)c2ccccc21, CC(=O)[O-], CC(=O)O, O=CC1CCC(c2ccc(Cl)cc2)CC1, [NH4+]. The product is O=C1OC(=CC2CCC(c3ccc(Cl)cc3)CC2)C(=O)c2ccccc21. RXN SMILES: [C:16]1(=[O:27])[O:17][CH2:18][C:19](=[O:26])[c:20]2[c:21]1[cH:22][cH:23][cH:24][cH:25]2.[CH3:29][C:30](=[O:31])[O-:32].[CH3:33][C:34](=[O:35])[OH:36].[Cl:1][c:2]1[cH:3][cH:4][c:5]([CH:8]2[CH2:9][CH2:10][CH:11]([CH:14]=[O:15])[CH2:12][CH2:13]2)[cH:6][cH:7]1.[NH4+:28]>>[Cl:1][c:2]1[cH:3][cH:4][c:5]([CH:8]2[CH2:9][CH2:10][CH:11]([CH:14]=[C:18]3[O:17][C:16](=[O:27])[c:21]4[c:20]([cH:25][cH:24][cH:23][cH:22]4)[C:19]3=[O:26])[CH2:12][CH2:13]2)[cH:6][cH:7]1. The reactants are ClC1=NN=C(C2=CC=CC=C12)C1=CC=CC=C1 (1-chloro-4-phenylphthalazine), COC1=CC=C2C(=CC=NC2=C1)CC1=CC=C(C=C1)N (4-((7-methoxyquinolin-4-yl)methyl)benzenamine). Solvent: CC(C)(C)O (tBuOH), C(Cl)Cl (CH2Cl2). Reaction conditions: temperature 105 celsius, time 3 hour. Yields the product COC1=CC=C2C(=CC=NC2=C1)CC1=CC=C(C=C1)NC1=NN=C(C2=CC=CC=C12)C1=CC=CC=C1 (N-(4-((7-methoxyquinolin-4-yl)methyl)phenyl)-4-phenylphthalazin-1-amine). As a reaction SMILES: Cl[C:2]1[C:11]2[C:6](=[CH:7][CH:8]=[CH:9][CH:10]=2)[C:5]([C:12]2[CH:17]=[CH:16][CH:15]=[CH:14][CH:13]=2)=[N:4][N:3]=1.[CH3:18][O:19][C:20]1[CH:29]=[C:28]2[C:23]([C:24]([CH2:30][C:31]3[CH:36]=[CH:35][C:34]([NH2:37])=[CH:33][CH:32]=3)=[CH:25][CH:26]=[N:27]2)=[CH:22][CH:21]=1>CC(O)(C)C.C(Cl)Cl>[CH3:18][O:19][C:20]1[CH:29]=[C:28]2[C:23]([C:24]([CH2:30][C:31]3[CH:32]=[CH:33][C:34]([NH:37][C:2]4[C:11]5[C:6](=[CH:7][CH:8]=[CH:9][CH:10]=5)[C:5]([C:12]5[CH:17]=[CH:16][CH:15]=[CH:14][CH:13]=5)=[N:4][N:3]=4)=[CH:35][CH:36]=3)=[CH:25][CH:26]=[N:27]2)=[CH:22][CH:21]=1. Procedure details: A mixture of 1-chloro-4-phenylphthalazine (0.082 g, 0.34 mmol) and 4-((7-methoxyquinolin-4-yl)methyl)benzenamine (0.090 g, 0.34 mmol) in tBuOH (2.5 mL) was heated to 105° C. in a resealable tube. After 3 hrs, the mixture was cooled to RT, diluted with CH2Cl2 and washed with saturated NaHCO3 and brine. The organic fraction was dried with Na2SO4, concentrated in vacuo, and purified by silica gel chromatography using 50-100% Hexanes:EtOAc to afford N-(4-((7-methoxyquinolin-4-yl)methyl)phenyl)-4-phe...